Dataset: the Open Reaction Database (ORD), a public repository of structured organic reaction records. Task: describe an organic reaction: reactants, conditions, products, and yield Starting materials: OC(CO)C(CCCC1NC(CCCC1)=O)NC(OC(C)(C)C)=O (1,1-dimethylethyl N-[1-(1,2-dihydroxyethyl)-4-(hexahydro-7-oxo-1H-azepin-2-yl)butyl]carbamat), C(=O)(Cl)Cl (phosgene), title material. As a reaction SMILES: [OH:1][CH:2]([CH:5]([NH:17][C:18](=[O:24])[O:19][C:20]([CH3:23])([CH3:22])[CH3:21])[CH2:6][CH2:7][CH2:8][CH:9]1[CH2:15][CH2:14][CH2:13][CH2:12][C:11](=[O:16])[NH:10]1)[CH2:3][OH:4].[C:25](Cl)(Cl)=[O:26]>>[O:16]=[C:11]1[NH:10][CH:9]([CH2:8][CH2:7][CH2:6][CH:5]([NH:17][C:18](=[O:24])[O:19][C:20]([CH3:21])([CH3:23])[CH3:22])[CH:2]2[CH2:3][O:4][C:25](=[O:26])[O:1]2)[CH2:15][CH2:14][CH2:13][CH2:12]1. The product is O=C1CCCCC(N1)CCCC(C1OC(OC1)=O)NC(OC(C)(C)C)=O (1,1-dimethylethyl N-[4-(hexahydro-7-oxo-1H-azepin-2-yl)-1-(2-oxo-1,3-dioxolan-4-yl)butyl]carbamate). Reported procedure: The product of EXAMPLE 269 is reacted with phosgene by the method of EXAMPLE 261, to generate the title material. Reactants: F[C@@H]1CO[C@@H](CC[C@H]1NC(OC(C)(C)C)=O)C1=C(C=NN1C)[N+](=O)[O-] (tert-butyl ((3S,4R,7S)-3-fluoro-7-(1-methyl-4-nitro-1H-pyrazol-5-yl)oxepan-4-yl)carbamate), F[C@@H]1CO[C@@H](CC[C@H]1NC(OC(C)(C)C)=O)C1=C(C=NN1C)[N+](=O)[O-] (tert-butyl ((3S,4R,7S)-3-fluoro-7-(1-methyl-4-nitro-1H-pyrazol-5-yl)oxepan-4-yl)carbamate), C(C)(C)(C)OC(=O)NC1=C(N=C(S1)C1=C(C=CC=C1)C(F)(F)F)C(=O)O (5-(tert-butoxycarbonylamino)-2-(2-(trifluoromethyl)phenyl)thiazole-4-carboxylic acid). Yields the product NC1=C(N=C(S1)C1=C(C=CC=C1)C(F)(F)F)C(=O)NC=1C=NN(C1[C@H]1OC[C@H]([C@@H](CC1)N)F)C (5-amino-N-(5-((2S,5R,6S)-5-amino-6-fluorooxepan-2-yl)-1-methyl-1H-pyrazol-4-yl)-2-(2-(trifluoromethyl)phenyl)thiazole-4-carboxamide). RXN SMILES: [F:1][C@H:2]1[C@H:8]([NH:9]C(=O)OC(C)(C)C)[CH2:7][CH2:6][C@@H:5]([C:17]2[N:21]([CH3:22])[N:20]=[CH:19][C:18]=2[N+:23]([O-])=O)[O:4][CH2:3]1.C(OC([NH:33][C:34]1[S:38][C:37]([C:39]2[CH:44]=[CH:43][CH:42]=[CH:41][C:40]=2[C:45]([F:48])([F:47])[F:46])=[N:36][C:35]=1[C:49](O)=[O:50])=O)(C)(C)C>>[NH2:33][C:34]1[S:38][C:37]([C:39]2[CH:44]=[CH:43][CH:42]=[CH:41][C:40]=2[C:45]([F:48])([F:47])[F:46])=[N:36][C:35]=1[C:49]([NH:23][C:18]1[CH:19]=[N:20][N:21]([CH3:22])[C:17]=1[C@@H:5]1[CH2:6][CH2:7][C@@H:8]([NH2:9])[C@H:2]([F:1])[CH2:3][O:4]1)=[O:50]. Reported procedure: Following the procedure for Example 111 starting from tert-butyl ((3S,4R,7S)-3-fluoro-7-(1-methyl-4-nitro-1H-pyrazol-5-yl)oxepan-4-yl)carbamate (Intermediate 80), and replacing 5-((tert-butoxycarbonyl)amino)-2-(2,6-difluorophenyl)thiazole-4-carboxylic acid with 5-((tert-butoxycarbonyl)amino)-2-(2-(trifluoromethyl)phenyl)thiazole-4-carboxylic acid (Example 19) gave 323. 1H NMR (400 MHz, DMSO-d6) δ 9.05 (s, 1H), 7.87 (d, J=7.8 Hz, 1H), 7.81-7.73 (m, 3H), 7.70-7.64 (m, 1H), 7.43 (s, 2H), 4.74 (dd, ...